Dataset: the Open Reaction Database (ORD), a public repository of structured organic reaction records. Task: describe an organic reaction: reactants, conditions, products, and yield Starting materials: CCO, CC(C)(C)OC(=O)N1CC2(CCNCC2)c2cc(F)ccc21, O=C(OCc1ccccc1)N1CCC(C2CO2)CC1. Yields the product CC(C)(C)OC(=O)N1CC2(CCN(CC(O)C3CCN(C(=O)OCc4ccccc4)CC3)CC2)c2cc(F)ccc21. RXN SMILES: [CH3:42][CH2:43][OH:44].[F:20][c:21]1[cH:22][c:23]2[c:27]([cH:28][cH:29]1)[N:26]([C:30](=[O:31])[O:32][C:33]([CH3:34])([CH3:35])[CH3:36])[CH2:25][C:24]21[CH2:37][CH2:38][NH:39][CH2:40][CH2:41]1.[O:1]1[CH:2]([CH:4]2[CH2:5][CH2:6][N:7]([C:10](=[O:11])[O:12][CH2:13][c:14]3[cH:15][cH:16][cH:17][cH:18][cH:19]3)[CH2:8][CH2:9]2)[CH2:3]1>>[OH:1][CH:2]([CH2:3][N:39]1[CH2:38][CH2:37][C:24]2([c:23]3[cH:22][c:21]([F:20])[cH:29][cH:28][c:27]3[N:26]([C:30](=[O:31])[O:32][C:33]([CH3:34])([CH3:35])[CH3:36])[CH2:25]2)[CH2:41][CH2:40]1)[CH:4]1[CH2:5][CH2:6][N:7]([C:10](=[O:11])[O:12][CH2:13][c:14]2[cH:15][cH:16][cH:17][cH:18][cH:19]2)[CH2:8][CH2:9]1.